Dataset: the Open Reaction Database (ORD), a public repository of structured organic reaction records. Task: describe an organic reaction: reactants, conditions, products, and yield Reactants: C(C)[S-].[Na+] (Sodium ethanethiolate), COC1=CC=C(C=C1)S(=O)(=O)C1=CC(=C(C=C1)C1CN(CC1)C)C (3-[4-(4-methoxy-benzenesulfonyl)-2-methyl-phenyl]-1-methyl-pyrrolidine). Run in CN(C)C=O (DMF). Reaction conditions: temperature 100 celsius. The product is CC=1C=C(C=CC1C1CN(CC1)C)S(=O)(=O)C1=CC=C(C=C1)O (4-[3-methyl-4-(1-methyl-pyrrolidin-3-yl)-benzenesulfonyl]-phenol). Reaction SMILES: C([S-])C.[Na+].C[O:6][C:7]1[CH:12]=[CH:11][C:10]([S:13]([C:16]2[CH:21]=[CH:20][C:19]([CH:22]3[CH2:26][CH2:25][N:24]([CH3:27])[CH2:23]3)=[C:18]([CH3:28])[CH:17]=2)(=[O:15])=[O:14])=[CH:9][CH:8]=1>CN(C=O)C>[CH3:28][C:18]1[CH:17]=[C:16]([S:13]([C:10]2[CH:9]=[CH:8][C:7]([OH:6])=[CH:12][CH:11]=2)(=[O:15])=[O:14])[CH:21]=[CH:20][C:19]=1[CH:22]1[CH2:26][CH2:25][N:24]([CH3:27])[CH2:23]1 |f:0.1|. Reported procedure: Sodium ethanethiolate (94 mg, 1.111 mmol) was added to a solution of 3-[4-(4-methoxy-benzenesulfonyl)-2-methyl-phenyl]-1-methyl-pyrrolidine (128 mg, 0.3705 mol) in DMF (2 mL) and the reaction mixture was heated at 100° C. for 4 hours. The solvent was evaporated under reduced pressure and the residue was purified via flash chromatography (DCM/MeOH/NH4OH) to give 4-[3-methyl-4-(1-methyl-pyrrolidin-3-yl)-benzenesulfonyl]-phenol as a white foam. The free amine was transformed in the corresponding hy... Reactants: CC(C)(C)CC1CNC(c2cccc(Cl)c2F)C1(C#N)c1ccc(Cl)cc1F, O=C=Nc1ccc(Cl)nc1, ClCCl. The product is CC(C)(C)CC1CN(C(=O)Nc2ccc(Cl)nc2)C(c2cccc(Cl)c2F)C1(C#N)c1ccc(Cl)cc1F. Reaction SMILES: [Cl:1][c:2]1[c:3]([F:28])[c:4]([CH:8]2[NH:9][CH2:10][CH:11]([CH2:23][C:24]([CH3:25])([CH3:26])[CH3:27])[C:12]2([C:13]#[N:14])[c:15]2[c:16]([F:22])[cH:17][c:18]([Cl:21])[cH:19][cH:20]2)[cH:5][cH:6][cH:7]1.[Cl:29][c:30]1[n:31][cH:32][c:33]([N:36]=[C:37]=[O:38])[cH:34][cH:35]1.[Cl:39][CH2:40][Cl:41]>>[Cl:1][c:2]1[c:3]([F:28])[c:4]([CH:8]2[N:9]([C:37]([NH:36][c:33]3[cH:32][n:31][c:30]([Cl:29])[cH:35][cH:34]3)=[O:38])[CH2:10][CH:11]([CH2:23][C:24]([CH3:25])([CH3:26])[CH3:27])[C:12]2([C:13]#[N:14])[c:15]2[c:16]([F:22])[cH:17][c:18]([Cl:21])[cH:19][cH:20]2)[cH:5][cH:6][cH:7]1. Reactants: COC(=O)C=1SC(=CC1N(C1CCC(CC1)=O)C(=O)[C@@H]1CC[C@H](CC1)C)Br (5-bromo-3-[(trans-4-methyl-cyclohexanecarbonyl)-(4-oxo-cyclohexyl)-amino]-thiophene-2-carboxylic acid methyl ester), [BH4-].[Na+] (NaBH4), Cl (HCl). The yield is 76.1%. Run at time 15 minute. Yields the product COC(=O)C=1SC(=CC1N(C(=O)[C@@H]1CC[C@H](CC1)C)[C@@H]1CC[C@H](CC1)O)Br (5-bromo-3-[(trans-4-hydroxy-cyclohexyl)-(trans-4-methyl-cyclohexane-carbonyl)-amino]-thiophene-2-carboxylic acid methyl ester). Procedure: To a cold (0° C.) solution of 5-bromo-3-[(trans-4-methyl-cyclohexanecarbonyl)-(4-oxo-cyclohexyl)-amino]-thiophene-2-carboxylic acid methyl ester (5.9 g, 12.9 mmol) in 50 mL of MeOH under a N2 atmosphere, NaBH4 (250 mg, 6.4 mmol) is added portion wise (approx. 30 min). After the addition is completed and checked for reaction completion by TLC (hexane:EtOAc 1:1), 10 mL of HCl 2% is added and stirred for 15 min. The reaction mixture is concentrated under vacuum to dryness. The reaction mixture is r... The solvent is CCOC(=O)C.CCCCCC (EtOAc hexane), CO (MeOH), CCCCCC.CCOC(=O)C (hexane EtOAc). RXN SMILES: [CH3:1][O:2][C:3]([C:5]1[S:6][C:7]([Br:27])=[CH:8][C:9]=1[N:10]([C:18]([C@H:20]1[CH2:25][CH2:24][C@H:23]([CH3:26])[CH2:22][CH2:21]1)=[O:19])[CH:11]1[CH2:16][CH2:15][C:14](=[O:17])[CH2:13][CH2:12]1)=[O:4].[BH4-].[Na+].Cl>CO.CCOC(C)=O.CCCCCC>[CH3:1][O:2][C:3]([C:5]1[S:6][C:7]([Br:27])=[CH:8][C:9]=1[N:10]([C@H:11]1[CH2:12][CH2:13][C@H:14]([OH:17])[CH2:15][CH2:16]1)[C:18]([C@H:20]1[CH2:21][CH2:22][C@H:23]([CH3:26])[CH2:24][CH2:25]1)=[O:19])=[O:4] |f:1.2,5.6|. Reactants: ClC=1C=C(C=CC1)C(CO)NC(=O)C1CCN(CC1)C1=CC(=NC=C1)F (2′-fluoro-3,4,5, 6-tetrahydro-2H-[1,4′]bipyridinyl-4-carboxylic acid [1 -(3-chloro-phenyl)-2-hydroxy-ethyl]-amide), N[C@H](CO)C ((S)-2-amino-propanol), crude mixture. Run in CS(=O)C (DMSO). Reaction conditions: temperature 160 celsius. Product: ClC=1C=C(C=CC1)C(CO)NC(=O)C1CCN(CC1)C1=CC(=NC=C1)NC(CO)C (2′-(2-Hydroxy-1-methyl-ethylamino)-3,4,5,6-tetrahydro-2H-[1,4′]bipyridinyl-4-carboxylic acid [1-(3-chloro-phenyl)-2-hydroxy-ethyl]-amide). RXN SMILES: [Cl:1][C:2]1[CH:3]=[C:4]([CH:8]([NH:11][C:12]([CH:14]2[CH2:19][CH2:18][N:17]([C:20]3[CH:25]=[CH:24][N:23]=[C:22](F)[CH:21]=3)[CH2:16][CH2:15]2)=[O:13])[CH2:9][OH:10])[CH:5]=[CH:6][CH:7]=1.[NH2:27][C@@H:28]([CH3:31])[CH2:29][OH:30]>CS(C)=O>[Cl:1][C:2]1[CH:3]=[C:4]([CH:8]([NH:11][C:12]([CH:14]2[CH2:19][CH2:18][N:17]([C:20]3[CH:25]=[CH:24][N:23]=[C:22]([NH:27][CH:28]([CH3:31])[CH2:29][OH:30])[CH:21]=3)[CH2:16][CH2:15]2)=[O:13])[CH2:9][OH:10])[CH:5]=[CH:6][CH:7]=1. Procedure details: The 2′-fluoro-3,4,5, 6-tetrahydro-2H-[1,4′]bipyridinyl-4-carboxylic acid [1 -(3-chloro-phenyl)-2-hydroxy-ethyl]-amide compound (10 mg, 0.026 mmol) was combined with (S)-2-amino-propanol (0.2 mL) in DMSO and heated in an oil bath to 160° C. for 18 hours. The crude mixture was pipetted onto a preparative TLC plate (1 mm silica) and the compound eluted with ethyl acetate. Isolation of the most UV active band afforded 2.6 mg of the title product as a colorless oil. Rt=4.40 minutes, LCMS 447.3 (M=1),... Starting materials: CNC1CCCNC1, CCO, O=S(=O)(Cl)CC1CCCCC1, ClCCl. Product: CNC1CCCN(C(C)=O)C1. As a reaction SMILES: [CH3:1][NH:2][CH:3]1[CH2:4][NH:5][CH2:6][CH2:7][CH2:8]1.[CH3:23][CH2:24][OH:25].[CH:9]1([CH2:10][S:11]([Cl:12])(=[O:13])=[O:14])[CH2:15][CH2:16][CH2:17][CH2:18][CH2:19]1.[Cl:20][CH2:21][Cl:22]>>[CH3:1][NH:2][CH:3]1[CH2:4][N:5]([C:24]([CH3:23])=[O:25])[CH2:6][CH2:7][CH2:8]1. Reactants: C[Si]([N-][Si](C)(C)C)(C)C.[Li+] (lithium hexamethyldisilazide), C1(CC1)C=1C(=CC(=C(C(=O)OC(C)(C)C)C1)F)OCC1(CCC(CC1)=O)C (tert-butyl 5-cyclopropyl-2-fluoro-4-((1-methyl-4-oxocyclohexyl)methoxy)benzoate). Reagents/catalysts: [Br-].C[P+](C1=CC=CC=C1)(C1=CC=CC=C1)C1=CC=CC=C1 (methyltriphenylphosphonium bromide). Solvent: O1CCCC1 (tetrahydrofuran), O1CCCC1 (tetrahydrofuran). Run at time 90 minute. Product: C1(CC1)C=1C(=CC(=C(C(=O)OC(C)(C)C)C1)F)OCC1(CCC(CC1)=C)C (tert-butyl 5-cyclopropyl-2-fluoro-4-((1-methyl-4-methylenecyclohexyl)methoxy)benzoate). Isolated yield 82.7%. RXN SMILES: [CH3:1][Si](C)(C)[N-][Si](C)(C)C.[Li+].[CH:11]1([C:14]2[C:15]([O:28][CH2:29][C:30]3([CH3:37])[CH2:35][CH2:34][C:33](=O)[CH2:32][CH2:31]3)=[CH:16][C:17]([F:27])=[C:18]([CH:26]=2)[C:19]([O:21][C:22]([CH3:25])([CH3:24])[CH3:23])=[O:20])[CH2:13][CH2:12]1>[Br-].C[P+](C1C=CC=CC=1)(C1C=CC=CC=1)C1C=CC=CC=1.O1CCCC1>[CH:11]1([C:14]2[C:15]([O:28][CH2:29][C:30]3([CH3:37])[CH2:35][CH2:34][C:33](=[CH2:1])[CH2:32][CH2:31]3)=[CH:16][C:17]([F:27])=[C:18]([CH:26]=2)[C:19]([O:21][C:22]([CH3:24])([CH3:23])[CH3:25])=[O:20])[CH2:13][CH2:12]1 |f:0.1,3.4|. Procedure: To a cooled (−20° C.) suspension of methyltriphenylphosphonium bromide (1.44 g, 4.02 mmol) in tetrahydrofuran (12 mL) was added lithium hexamethyldisilazide (1M solution in tetrahydrofuran, 4.0 mL, 4.00 mmol). After 90 minutes, a solution of tert-butyl 5-cyclopropyl-2-fluoro-4-((1-methyl-4-oxocyclohexyl)methoxy)benzoate (1.00 g, 2.68 mmol) in tetrahydrofuran (6 mL) was added. The reaction mixture was slowly warmed to ambient temperature and stirred for 12 hours. The reaction was quenched with sa... Starting materials: Cl (Hydrogen chloride), C(C)(C)(C)OC(=O)N[C@H](C(=O)OC1CC(CC1)N1C=C(C2=C1N=CN=C2N)C2=CC=C(C=C2)OC2=CC=CC=C2)C(C)C (3-[4-Amino-5-(4-phenoxyphenyl)-7H-pyrrolo[2,3-d]pyrimidin-7-yl]cyclopentyl (2S)-2-[(tert-butoxycarbonyl)amino]-3-methylbutanoate), C(C)OCC (Diethyl ether). Reaction conditions: time 30 minute. Procedure: 3-[4-Amino-5-(4-phenoxyphenyl)-7H-pyrrolo[2,3-d]pyrimidin-7-yl]cyclopentyl (2S)-2-[(tert-butoxycarbonyl)amino]-3-methylbutanoate (35 mg, 0.060 mmol) was dissolved in ethyl acetate (2.5 ml). Hydrogen chloride gas was passed through for 5 minutes. The flask was capped and the solution stirred for additional 30 minutes. Diethyl ether was added and precipitate formed. The solid was collected by filtration to give 3-[4-amino-5-(4-phenoxyphenyl)-7H-pyrrolo[2,3-d]pyrimidin-7-yl]cyclopentyl (2S)-2-amino... Solvent: C(C)(=O)OCC (ethyl acetate). The product is Cl.N[C@H](C(=O)OC1CC(CC1)N1C=C(C2=C1N=CN=C2N)C2=CC=C(C=C2)OC2=CC=CC=C2)C(C)C (3-[4-amino-5-(4-phenoxyphenyl)-7H-pyrrolo[2,3-d]pyrimidin-7-yl]cyclopentyl (2S)-2-amino-3-methylbutanoate hydrochloride). As a reaction SMILES: C(OC([NH:8][C@@H:9]([CH:41]([CH3:43])[CH3:42])[C:10]([O:12][CH:13]1[CH2:17][CH2:16][CH:15]([N:18]2[C:22]3[N:23]=[CH:24][N:25]=[C:26]([NH2:27])[C:21]=3[C:20]([C:28]3[CH:33]=[CH:32][C:31]([O:34][C:35]4[CH:40]=[CH:39][CH:38]=[CH:37][CH:36]=4)=[CH:30][CH:29]=3)=[CH:19]2)[CH2:14]1)=[O:11])=O)(C)(C)C.[ClH:44].C(OCC)C>C(OCC)(=O)C>[ClH:44].[NH2:8][C@@H:9]([CH:41]([CH3:43])[CH3:42])[C:10]([O:12][CH:13]1[CH2:17][CH2:16][CH:15]([N:18]2[C:22]3[N:23]=[CH:24][N:25]=[C:26]([NH2:27])[C:21]=3[C:20]([C:28]3[CH:33]=[CH:32][C:31]([O:34][C:35]4[CH:40]=[CH:39][CH:38]=[CH:37][CH:36]=4)=[CH:30][CH:29]=3)=[CH:19]2)[CH2:14]1)=[O:11] |f:4.5|. The reactants are CC(=O)O[BH-](OC(C)=O)OC(C)=O, CN1CCCC1=O, CO, O=Cc1ccccc1, CCCCOc1nc(N)c2[nH]c(=O)n(CCCNCCCN3CCOCC3)c2n1, [Na+]. The product is CCCCOc1nc(N)c2[nH]c(=O)n(CCCN(CCCN3CCOCC3)Cc3ccccc3)c2n1. Reaction SMILES: [C:38]([O:39][BH-:40]([O:41][C:42](=[O:43])[CH3:44])[O:45][C:46](=[O:47])[CH3:48])(=[O:49])[CH3:50].[CH3:52][N:53]1[CH2:54][CH2:55][CH2:56][C:57]1=[O:58].[CH3:59][OH:60].[CH:30](=[O:31])[c:32]1[cH:33][cH:34][cH:35][cH:36][cH:37]1.[NH2:1][c:2]1[c:3]2[nH:4][c:5](=[O:29])[n:6]([CH2:16][CH2:17][CH2:18][NH:19][CH2:20][CH2:21][CH2:22][N:23]3[CH2:24][CH2:25][O:26][CH2:27][CH2:28]3)[c:7]2[n:8][c:9]([O:11][CH2:12][CH2:13][CH2:14][CH3:15])[n:10]1.[Na+:51]>>[NH2:1][c:2]1[c:3]2[nH:4][c:5](=[O:29])[n:6]([CH2:16][CH2:17][CH2:18][N:19]([CH2:20][CH2:21][CH2:22][N:23]3[CH2:24][CH2:25][O:26][CH2:27][CH2:28]3)[CH2:30][c:32]3[cH:33][cH:34][cH:35][cH:36][cH:37]3)[c:7]2[n:8][c:9]([O:11][CH2:12][CH2:13][CH2:14][CH3:15])[n:10]1.